Dataset: the Open Reaction Database (ORD), a public repository of structured organic reaction records. Task: describe an organic reaction: reactants, conditions, products, and yield Reactants: CCCc1cccc(NC(=O)Nc2csc(-c3ccc(NC(=O)OC(C)(C)C)cc3)n2)n1, ClCCl, O=C(O)C(F)(F)F, CSc1ccccc1. Yields the product CCCc1cccc(NC(=O)Nc2csc(-c3ccc(N)cc3)n2)n1. As a reaction SMILES: [CH2:1]([CH2:2][CH3:3])[c:4]1[cH:5][cH:6][cH:7][c:8]([NH:10][C:11]([NH:12][c:13]2[n:14][c:15](-[c:18]3[cH:19][cH:20][c:21]([NH:24][C:25](=[O:26])[O:27][C:28]([CH3:29])([CH3:30])[CH3:31])[cH:22][cH:23]3)[s:16][cH:17]2)=[O:32])[n:9]1.[Cl:48][CH2:49][Cl:50].[F:41][C:42]([F:43])([F:44])[C:45]([OH:46])=[O:47].[c:33]1([S:34][CH3:35])[cH:36][cH:37][cH:38][cH:39][cH:40]1>>[CH2:1]([CH2:2][CH3:3])[c:4]1[cH:5][cH:6][cH:7][c:8]([NH:10][C:11]([NH:12][c:13]2[n:14][c:15](-[c:18]3[cH:19][cH:20][c:21]([NH2:24])[cH:22][cH:23]3)[s:16][cH:17]2)=[O:32])[n:9]1. Reactants: C(C1=CC=CC=C1)OC1=CC=C(C2=C1N(C(=N2)CCCC)CC2=CC=C(C=C2)C=2C(=CC=CC2)C(=O)OC(C)(C)C)C (tert.butyl 4'-[(7-benzyloxy-2-n-butyl-4-methyl-benzimidazol-1-yl)-methyl]biphenyl-2-carboxylate), FC(C(=O)O)(F)F (trifluoroacetic acid). The product is FC(C(=O)O)(F)F.C(C1=CC=CC=C1)OC1=CC=C(C2=C1N(C(=N2)CCCC)CC2=CC=C(C=C2)C=2C(=CC=CC2)C(=O)O)C (4'-[(7-Benzyloxy-2-n-butyl-4-methyl-benzimidazol-1-yl)-methyl]biphenyl-2-carboxylic acid trifluoroacetate). Reaction SMILES: [CH2:1]([O:8][C:9]1[C:14]2[N:15]([CH2:22][C:23]3[CH:28]=[CH:27][C:26]([C:29]4[C:30]([C:35]([O:37]C(C)(C)C)=[O:36])=[CH:31][CH:32]=[CH:33][CH:34]=4)=[CH:25][CH:24]=3)[C:16]([CH2:18][CH2:19][CH2:20][CH3:21])=[N:17][C:13]=2[C:12]([CH3:42])=[CH:11][CH:10]=1)[C:2]1[CH:7]=[CH:6][CH:5]=[CH:4][CH:3]=1.[F:43][C:44]([F:49])([F:48])[C:45]([OH:47])=[O:46]>>[F:43][C:44]([F:49])([F:48])[C:45]([OH:47])=[O:46].[CH2:1]([O:8][C:9]1[C:14]2[N:15]([CH2:22][C:23]3[CH:24]=[CH:25][C:26]([C:29]4[C:30]([C:35]([OH:37])=[O:36])=[CH:31][CH:32]=[CH:33][CH:34]=4)=[CH:27][CH:28]=3)[C:16]([CH2:18][CH2:19][CH2:20][CH3:21])=[N:17][C:13]=2[C:12]([CH3:42])=[CH:11][CH:10]=1)[C:2]1[CH:7]=[CH:6][CH:5]=[CH:4][CH:3]=1 |f:2.3|. Procedure: Prepared in analogous manner to Example 9 from tert.butyl 4'-[(7-benzyloxy-2-n-butyl-4-methyl-benzimidazol-1-yl)-methyl]biphenyl-2-carboxylate and trifluoroacetic acid.